This data is from the Open Reaction Database (ORD), a public repository of structured organic reaction records. The task is: describe an organic reaction: reactants, conditions, products, and yield Starting materials: CC(=O)[O-], CCOC(C)=O, CN(C)C=O, Cl, N#Cc1nc(F)cnc1F, [Na+], O. The product is N#Cc1nc(F)c[nH]c1=O. RXN SMILES: [CH3:12][C:13]([O-:14])=[O:15].[CH3:16][CH2:17][O:18][C:19](=[O:20])[CH3:21].[CH3:23][N:24]([CH3:25])[CH:26]=[O:27].[ClH:22].[F:1][c:2]1[c:3]([C:9]#[N:10])[n:4][c:5]([F:8])[cH:6][n:7]1.[Na+:11].[OH2:28]>>[c:2]1(=[O:14])[c:3]([C:9]#[N:10])[n:4][c:5]([F:8])[cH:6][nH:7]1.